From a dataset of the Open Reaction Database (ORD), a public repository of structured organic reaction records. describe an organic reaction: reactants, conditions, products, and yield The reactants are 40, C(C(=C)C)(=O)OC (methyl methacrylate), C(C=C)(=O)OCCCC (n-butyl acrylate), C(CCCCCCCCCCC)S (n-dodecylmercaptan), C=C (ethylene), S(O)(O)(=O)=O (sulfuric acid), C(C(=C)C)(=O)OC (methyl methacrylate), C(C=C)(=O)OCCCC (n-butyl acrylate), C(CCCCCCCCCCC)S (n-dodecylmercaptan). Solvent: O (water). Reaction conditions: temperature 70 celsius. Product: C(C(=C)C)(=O)OC.C(C=C)(=O)OCCCC (methyl methacrylate n-butyl acrylate). Reaction SMILES: C=C.S(=O)(=O)(O)O.[C:8]([O:13][CH3:14])(=[O:12])[C:9]([CH3:11])=[CH2:10].[C:15]([O:19][CH2:20][CH2:21][CH2:22][CH3:23])(=[O:18])[CH:16]=[CH2:17].C(S)CCCCCCCCCCC>O>[C:8]([O:13][CH3:14])(=[O:12])[C:9]([CH3:11])=[CH2:10].[C:15]([O:19][CH2:20][CH2:21][CH2:22][CH3:23])(=[O:18])[CH:16]=[CH2:17] |f:6.7|. Reported procedure: 5 parts of ethylene-modified PVA (PVA-21) and 90 parts of ion-exchanged water were fed into a glass vessel equipped with a reflux condenser, a dropping funnel, a thermometer, a nitrogen inlet mouth and a stirrer, and completely dissolved at 95° C. Next, its pH was mad to be 4 with diluted sulfuric acid added there to, and then 10 parts of methyl methacrylate, 10 parts of n-butyl acrylate and 0.1 parts of n-dodecylmercaptan were added to it with stirring at 150 rpm. This was purged with nitrogen ...